From a dataset of the Open Reaction Database (ORD), a public repository of structured organic reaction records. describe an organic reaction: reactants, conditions, products, and yield The product is CC1=C(OC=2C=C3C(=NC(=NC3=CC2C)N2N=CC(=C2)C(=O)O)N(C)CC)C(=CC=C1)C (1-(6-(2,6-Dimethylphenoxy)-4-(ethyl(methyl)amino)-7-methylquinazolin-2-yl)-1H-pyrazole-4-carboxylic acid). As a reaction SMILES: [CH3:1][C:2]1[CH:30]=[CH:29][CH:28]=[C:27]([CH3:31])[C:3]=1[O:4][C:5]1[CH:6]=[C:7]2[C:12](=[CH:13][C:14]=1[CH3:15])[N:11]=[C:10]([N:16]1[CH:20]=[C:19]([C:21]([O:23]CC)=[O:22])[CH:18]=[N:17]1)[NH:9][C:8]2=O.[CH2:32]([NH:34][CH3:35])[CH3:33]>>[CH3:1][C:2]1[CH:30]=[CH:29][CH:28]=[C:27]([CH3:31])[C:3]=1[O:4][C:5]1[CH:6]=[C:7]2[C:12](=[CH:13][C:14]=1[CH3:15])[N:11]=[C:10]([N:16]1[CH:20]=[C:19]([C:21]([OH:23])=[O:22])[CH:18]=[N:17]1)[N:9]=[C:8]2[N:34]([CH2:32][CH3:33])[CH3:35]. Procedure details: The above compound may be made analogous to Example 1 using ethyl 1-(6-(2,6-dimethylphenoxy)-7-methyl-4-oxo-3,4-dihydroquinazolin-2-yl)-1H-pyrazole-4-carboxylate in step D and N-ethyl-N-methylamine in step E. MS (ESI/CI): predicted mass C25H24N5O3, 431.2. Starting materials: CC1=C(OC=2C=C3C(NC(=NC3=CC2C)N2N=CC(=C2)C(=O)OCC)=O)C(=CC=C1)C (ethyl 1-(6-(2,6-dimethylphenoxy)-7-methyl-4-oxo-3,4-dihydroquinazolin-2-yl)-1H-pyrazole-4-carboxylate), C(C)NC (N-ethyl-N-methylamine).